Dataset: the Open Reaction Database (ORD), a public repository of structured organic reaction records. Task: describe an organic reaction: reactants, conditions, products, and yield Starting materials: NC1=C(C=C(C=C1S(=O)(=O)[O-])Br)C1=CC(=CC=C1)[N+](=O)[O-].[Na+] (sodium 2-amino-5-bromo-3'-nitro[1,1'-biphenyl]-3-sulphonate), C(=O)[O-].[NH4+] (ammonium formate), C(C)(=O)[O-].[K+] (potassium acetate). The reagents and catalysts are C=1C=CC(=CC1)[P](C=2C=CC=CC2)(C=3C=CC=CC3)[Pd]([P](C=4C=CC=CC4)(C=5C=CC=CC5)C=6C=CC=CC6)([P](C=7C=CC=CC7)(C=8C=CC=CC8)C=9C=CC=CC9)[P](C=1C=CC=CC1)(C=1C=CC=CC1)C=1C=CC=CC1 (tetrakis(triphenylphosphine)palladium). Solvent: CN(C=O)C (dimethylformamide). Conditions: temperature 75 celsius. Product: NC1=C(C=CC=C1S(=O)(=O)O)C1=CC(=CC=C1)[N+](=O)[O-] (2-amino-3'-nitro[1,1'-biphenyl]-3-sulphonic acid). RXN SMILES: [NH2:1][C:2]1[C:7]([S:8]([O-:11])(=[O:10])=[O:9])=[CH:6][C:5](Br)=[CH:4][C:3]=1[C:13]1[CH:18]=[CH:17][CH:16]=[C:15]([N+:19]([O-:21])=[O:20])[CH:14]=1.[Na+].C([O-])=O.[NH4+].C([O-])(=O)C.[K+]>CN(C)C=O.C1C=CC([P]([Pd]([P](C2C=CC=CC=2)(C2C=CC=CC=2)C2C=CC=CC=2)([P](C2C=CC=CC=2)(C2C=CC=CC=2)C2C=CC=CC=2)[P](C2C=CC=CC=2)(C2C=CC=CC=2)C2C=CC=CC=2)(C2C=CC=CC=2)C2C=CC=CC=2)=CC=1>[NH2:1][C:2]1[C:7]([S:8]([OH:11])(=[O:10])=[O:9])=[CH:6][CH:5]=[CH:4][C:3]=1[C:13]1[CH:18]=[CH:17][CH:16]=[C:15]([N+:19]([O-:21])=[O:20])[CH:14]=1 |f:0.1,2.3,4.5,^1:40,42,61,80|. Procedure: A mixture of 8 g (20 mmol) of sodium 2-amino-5-bromo-3'-nitro[1,1'-biphenyl]-3-sulphonate, 7.6 g (120 mmol) of ammonium formate, 2.35 g (24 mmol) of potassium acetate and 1.38 g (1.2 mmol) of tetrakis(triphenylphosphine)palladium (0) in dimethylformamide is heated at 75° C. for 8 hours. The reaction medium is then concentrated under reduced pressure and the residue is purified by chromatography on an RP 18 column, eluting with a water/acetonitrile mixture (8:2). The product is recrystallized fro... The reactants are [Al+3], COc1ccc2cc(C)oc2c1, O=C(Cl)C1CCCCC1, [Cl-], [Cl-], [Cl-], C[N+](=O)[O-], O. The product is COc1ccc2c(C(=O)C3CCCCC3)c(C)oc2c1. Reaction SMILES: [Al+3:27].[CH3:1][O:2][c:3]1[cH:4][c:5]2[c:6]([cH:7][c:8]([CH3:10])[o:9]2)[cH:11][cH:12]1.[CH:13]1([C:19](=[O:20])[Cl:21])[CH2:14][CH2:15][CH2:16][CH2:17][CH2:18]1.[Cl-:26].[Cl-:28].[Cl-:29].[N+:22]([CH3:23])([O-:24])=[O:25].[OH2:30]>>[CH3:1][O:2][c:3]1[cH:4][c:5]2[c:6]([c:7]([C:19]([CH:13]3[CH2:14][CH2:15][CH2:16][CH2:17][CH2:18]3)=[O:20])[c:8]([CH3:10])[o:9]2)[cH:11][cH:12]1. Starting materials: [OH-].COC(=O)NS(=O)(=O)[N+](CC)(CC)CC (methoxycarbonylsulfamoyltriethylammonium hydroxide), C(#N)C1=CC(=C(C=C1)C1NC(N(C(=C1C(=O)N)C)C1=CC(=CC=C1)C(F)(F)F)=O)S(=O)(=O)C(C)C ((rac)-4-{4-Cyano-2-[(1-methylethyl)sulfonyl]phenyl}-6-methyl-2-oxo-1-[3-(trifluoromethyl)phenyl]-1,2,3,4-tetrahydropyrimidine-5-carboxamide), O (Water). Solvent: C1CCOC1 (THF). Conditions: time 75 minute. Yields the product C(#N)C1=CC(=C(C=C1)C1NC(N(C(=C1C#N)C)C1=CC(=CC=C1)C(F)(F)F)=O)S(=O)(=O)C(C)C ((rac)-4-{4-Cyano-2-[(1-methylethyl)sulfonyl]phenyl}-6-methyl-2-oxo-1-[3-(trifluoromethyl)phenyl]-1,2,3,4-tetrahydropyrimidine-5-carbonitrile). As a reaction SMILES: [C:1]([C:3]1[CH:8]=[CH:7][C:6]([CH:9]2[C:14]([C:15]([NH2:17])=O)=[C:13]([CH3:18])[N:12]([C:19]3[CH:24]=[CH:23][CH:22]=[C:21]([C:25]([F:28])([F:27])[F:26])[CH:20]=3)[C:11](=[O:29])[NH:10]2)=[C:5]([S:30]([CH:33]([CH3:35])[CH3:34])(=[O:32])=[O:31])[CH:4]=1)#[N:2].[OH-].COC(NS([N+](CC)(CC)CC)(=O)=O)=O.O>C1COCC1>[C:1]([C:3]1[CH:8]=[CH:7][C:6]([CH:9]2[C:14]([C:15]#[N:17])=[C:13]([CH3:18])[N:12]([C:19]3[CH:24]=[CH:23][CH:22]=[C:21]([C:25]([F:28])([F:27])[F:26])[CH:20]=3)[C:11](=[O:29])[NH:10]2)=[C:5]([S:30]([CH:33]([CH3:35])[CH3:34])(=[O:32])=[O:31])[CH:4]=1)#[N:2] |f:1.2|. Procedure details: The reaction was carried out under argon. (rac)-4-{4-Cyano-2-[(1-methylethyl)sulfonyl]phenyl}-6-methyl-2-oxo-1-[3-(trifluoromethyl)phenyl]-1,2,3,4-tetrahydropyrimidine-5-carboxamide (730 mg, 1.44 mmol) was initially charged in dry THF (35 ml), methoxycarbonylsulfamoyltriethylammonium hydroxide (Burgess reagent; 687 mg, 2.88 mmol; 2 eq.) was added and the mixture was stirred at RT. After 75 min, HPLC control showed complete conversion. Water (20 ml) was then added, the reaction mixture was concen... Reactants: ClC1=NC=C(C=N1)Cl (2,5-Dichloropyrimidine), S1C(=CC=C1)S (thiophene-2-thiol). Run in CC[O-].[Na+] (NaOEt). Run at time 15 minute. Product: S1C(=CC=C1)SC1=NC=C(C=N1)Cl (2-(2-Thienyl)thio-5-chloropyrimidine). The yield is 89.0%. As a reaction SMILES: Cl[C:2]1[N:7]=[CH:6][C:5]([Cl:8])=[CH:4][N:3]=1.[S:9]1[CH:13]=[CH:12][CH:11]=[C:10]1[SH:14]>CC[O-].[Na+]>[S:9]1[CH:13]=[CH:12][CH:11]=[C:10]1[S:14][C:2]1[N:7]=[CH:6][C:5]([Cl:8])=[CH:4][N:3]=1 |f:2.3|. Procedure details: 2,5-Dichloropyrimidine (11.3 mmol) was added to a solution of thiophene-2-thiol (12.3 mmol) in ethanolic (50 ml) 0.246 M NaOEt. The reaction mixture was stirred at room temperature for 15 min and heated under reflux for 2 h. The solvent was then evaporated, the residue extracted with chloroform, the chloroform solution washed with 2 M NaOH and the dried (MgSO4) solution evaporated to leave the sulfide; yield 89%, m.p. 65° C. (pet. ether b.p. 100° C.). 1 H NMR (CDCl3); δ7.03, 7.26, 7.53 (thiophen... The reactants are N(C1=CC=CC=C1)C1=CC=C(OCCCC(=O)OC)C=C1 (Methyl 4-(p-anilinophenoxy)butyrate), C([O-])([O-])=O.[K+].[K+] (potassium carbonate), Cl (hydrochloric acid). Solvent: CN(C=O)C (N,N-dimethylformamide). The product is N(C1=CC=CC=C1)C1=CC=C(OCCCC(=O)O)C=C1 (4-(p-anilinophenoxy)butyric acid). RXN SMILES: [NH:1]([C:8]1[CH:21]=[CH:20][C:11]([O:12][CH2:13][CH2:14][CH2:15][C:16]([O:18]C)=[O:17])=[CH:10][CH:9]=1)[C:2]1[CH:7]=[CH:6][CH:5]=[CH:4][CH:3]=1.C(=O)([O-])[O-].[K+].[K+].Cl>CN(C)C=O>[NH:1]([C:8]1[CH:21]=[CH:20][C:11]([O:12][CH2:13][CH2:14][CH2:15][C:16]([OH:18])=[O:17])=[CH:10][CH:9]=1)[C:2]1[CH:3]=[CH:4][CH:5]=[CH:6][CH:7]=1 |f:1.2.3|. Procedure: Methyl 4-(p-anilinophenoxy)butyrate prepared by the method of Example 1 was hydrolyzed in a mixture of aqueous potassium carbonate and N,N-dimethylformamide. The reaction mixture was acidified with hydrochloric acid and the solids precipitated thereby were collected and recrystallized from ethanol. The 4-(p-anilinophenoxy)butyric acid thus obtained was a greyish crystalline solid, m.p. 110°-111° C. Starting materials: Cl (HCl), COC([C@H](CC1=CC=C(C=C1)OC(C)C1=CC=2C(CCC(C2C=C1C)(C)C)(C)C)NC1=C(C=CC=C1)C(C1=CC=CC=C1)=O)=O ((2S)-2-(2-Benzoylphenylamino)-3-(4(1-(3,5,5,8,8-pentamethyl-5,6,7,8-tetrahydro-naphtalen-2-yl)-ethoxy)-phenyl)-propionic acid methyl ester), [OH-].[Li+] (lithium hydroxide). Run in C1CCOC1 (THF), O (water). Conditions: time 4 hour. Product: C(C1=CC=CC=C1)(=O)C1=C(C=CC=C1)N[C@H](C(=O)O)CC1=CC=C(C=C1)OC(C)C1=CC=2C(CCC(C2C=C1C)(C)C)(C)C ((2S)-2-(2-Benzoylphenylamino)-3-(4-(1-(3.5,5.8,8-pentamethyl-5,6,7,8-tetrahydro-naphtalen-2-yl)-ethoxy)-phenyl)-propionic acid). Reaction SMILES: C[O:2][C:3](=[O:45])[C@@H:4]([NH:30][C:31]1[CH:36]=[CH:35][CH:34]=[CH:33][C:32]=1[C:37](=[O:44])[C:38]1[CH:43]=[CH:42][CH:41]=[CH:40][CH:39]=1)[CH2:5][C:6]1[CH:11]=[CH:10][C:9]([O:12][CH:13]([C:15]2[C:24]([CH3:25])=[CH:23][C:22]3[C:21]([CH3:27])([CH3:26])[CH2:20][CH2:19][C:18]([CH3:29])([CH3:28])[C:17]=3[CH:16]=2)[CH3:14])=[CH:8][CH:7]=1.[OH-].[Li+].Cl>C1COCC1.O>[C:37]([C:32]1[CH:33]=[CH:34][CH:35]=[CH:36][C:31]=1[NH:30][C@@H:4]([CH2:5][C:6]1[CH:7]=[CH:8][C:9]([O:12][CH:13]([C:15]2[C:24]([CH3:25])=[CH:23][C:22]3[C:21]([CH3:27])([CH3:26])[CH2:20][CH2:19][C:18]([CH3:28])([CH3:29])[C:17]=3[CH:16]=2)[CH3:14])=[CH:10][CH:11]=1)[C:3]([OH:45])=[O:2])(=[O:44])[C:38]1[CH:43]=[CH:42][CH:41]=[CH:40][CH:39]=1 |f:1.2|. Procedure details: To a solution of (2S)-2-(2-Benzoylphenylamino)-3-(4(1-(3,5,5,8,8-pentamethyl-5,6,7,8-tetrahydro-naphtalen-2-yl)-ethoxy)-phenyl)-propionic acid methyl ester (100 mg; 0.17 mmol) in THF (12 ml) was added a solution of lithium hydroxide (16 mg; 0.37 mmol) in water (8 ml). The reaction mixture was stirred at room temperature for 4 hours and 1 N HCl was added to pH 6. The mixture was extracted with methylene chloride (2×50 ml). The combined organic phases were dried and evaporated. The product was cry...